From a dataset of the Open Reaction Database (ORD), a public repository of structured organic reaction records. describe an organic reaction: reactants, conditions, products, and yield The reactants are O (water), BrBr (bromine), ClC1=CC=C(C=C1)C1(CCC1)C(C)=O (1-[1-(4-chlorophenyl)cyclobutyl]ethanone). Run in ClCCl (dichloromethane), CO (methanol). Conditions: time 15 minute. The product is ClC1=CC=C(C=C1)C1(CCC1)C(CBr)=O (1-[1-(4-chlorophenyl)cyclobutyl]-2-bromoethanone). As a reaction SMILES: [Br:1]Br.[Cl:3][C:4]1[CH:9]=[CH:8][C:7]([C:10]2([C:14](=[O:16])[CH3:15])[CH2:13][CH2:12][CH2:11]2)=[CH:6][CH:5]=1.O>ClCCl.CO>[Cl:3][C:4]1[CH:5]=[CH:6][C:7]([C:10]2([C:14](=[O:16])[CH2:15][Br:1])[CH2:13][CH2:12][CH2:11]2)=[CH:8][CH:9]=1. Procedure details: A solution of bromine (8 ml) in dichloromethane (40 ml) was added at 10° C. to a solution of 1-[1-(4-chlorophenyl)cyclobutyl]ethanone (27.8 g) in methanol (30 ml). The mixture was stirred for 15 minutes and poured into a mixture of ice and water. The resulting mixture was extracted with dichloromethane. The extract was washed with water, dried and evaporated to yield an oil which was distilled (145°-160° C./1mm Hg) to give 1-[1-(4-chlorophenyl)cyclobutyl]-2-bromoethanone. Starting materials: CN(C=O)C (dimethylformamide), ClC=1C=C(C=CC1Cl)C=1SC=C(C1O)C(=O)C (2-(3,4-dichlorophenyl)-3-hydroxy-4-methylcarbonylthiophene), N(N)C(=S)N1CCC(CC1)C(=O)OC (methyl 1-hydrazinothiocarbonyl-piperidine-4-carboxylate), Cl (hydrochloric acid). Run in O (water). Conditions: time 8 hour. Product: ClC=1C=C(C=CC1Cl)C1=C(C(=CS1)C(C)=NNC(=S)N1CCC(CC1)C(=O)OC)O (methyl 1-{1-[5-(3,4-dichlorophenyl)-4-hydroxythiophen-3-yl]-ethylidene-hydrazinothiocarbonyl}-piperidine-4-carboxylate). The yield is 55.0%. RXN SMILES: CN(C)C=O.[Cl:6][C:7]1[CH:8]=[C:9]([C:14]2[S:15][CH:16]=[C:17]([C:20]([CH3:22])=O)[C:18]=2[OH:19])[CH:10]=[CH:11][C:12]=1[Cl:13].[NH:23]([C:25]([N:27]1[CH2:32][CH2:31][CH:30]([C:33]([O:35][CH3:36])=[O:34])[CH2:29][CH2:28]1)=[S:26])[NH2:24].Cl>O>[Cl:6][C:7]1[CH:8]=[C:9]([C:14]2[S:15][CH:16]=[C:17]([C:20](=[N:24][NH:23][C:25]([N:27]3[CH2:32][CH2:31][CH:30]([C:33]([O:35][CH3:36])=[O:34])[CH2:29][CH2:28]3)=[S:26])[CH3:22])[C:18]=2[OH:19])[CH:10]=[CH:11][C:12]=1[Cl:13]. Procedure details: To a dimethylformamide solution (600 μL) of 2-(3,4-dichlorophenyl)-3-hydroxy-4-methylcarbonylthiophene (30 mg, 0.10 mmol) and methyl 1-hydrazinothiocarbonyl-piperidine-4-carboxylate (46 mg, 0.20 mmol) prepared in Reference Synthetic Example 2, concentrated hydrochloric acid (9 μL, 0.1 mmol) was added at room temperature, and the resulting solution was stirred at room temperature for 8 hours, then mixed with water and extracted with ethyl acetate. The extract was washed with 1 M hydrochloric acid... Reactants: O1CCC2C=3C(=CC=CC13)C(CC2)N2CCC(CC2)N2C(NC1=C2C=CC=C1)=O (1-[1-(2,3,3a,4,5,6-hexahydro-benzo[de]chromen-6-yl)piperidin-4-yl]-1,3-dihydro-2H-benzimidazol-2-one), C1CC2CCC(C3=CC=CC1=C23)N (1,2,2a,3,4,5-hexahydroacenaphthylen-5-ylamine). Product: C1CC2CCC(C3=CC=CC1=C23)N2CCC(CC2)N2C(NC3=C2C=CC=C3)=O (1-[1-(1,2,2a,3,4,5-hexahydroacenaphthylen-5-yl)piperidin-4-yl]-1,3-dihydro-2H-benzimidazol-2-one). RXN SMILES: O1[C:10]2[CH:9]=[CH:8][CH:7]=[C:6]3[CH:11]([N:14]4[CH2:19][CH2:18][CH:17]([N:20]5[C:24]6[CH:25]=[CH:26][CH:27]=[CH:28][C:23]=6[NH:22][C:21]5=[O:29])[CH2:16][CH2:15]4)[CH2:12][CH2:13][CH:4]([C:5]=23)[CH2:3][CH2:2]1.C1C2=C3C(=CC=C2)C(N)CCC3C1>>[CH2:2]1[C:10]2=[C:5]3[C:6](=[CH:7][CH:8]=[CH:9]2)[CH:11]([N:14]2[CH2:19][CH2:18][CH:17]([N:20]4[C:24]5[CH:25]=[CH:26][CH:27]=[CH:28][C:23]=5[NH:22][C:21]4=[O:29])[CH2:16][CH2:15]2)[CH2:12][CH2:13][CH:4]3[CH2:3]1. Procedure: In the same manner as Example 75(2) and (3) and using 1,2,2a,3,4,5-hexahydroacenaphthylen-5-ylamine, the title compound was obtained as a white solid.